From a dataset of the Open Reaction Database (ORD), a public repository of structured organic reaction records. describe an organic reaction: reactants, conditions, products, and yield The reactants are O=C([O-])[O-], CCOC(C)=O, OCc1c(-c2ccncc2)c(-c2ccc(F)cc2)n2c1CCC2, [I-], I, [Na+], [Na+], O. The product is Cc1c(-c2ccncc2)c(-c2ccc(F)cc2)n2c1CCC2. RXN SMILES: [C:26](=[O:27])([O-:28])[O-:29].[CH3:33][CH2:34][O:35][C:36](=[O:37])[CH3:38].[F:1][c:2]1[cH:3][cH:4][c:5](-[c:8]2[c:9](-[c:18]3[cH:19][cH:20][n:21][cH:22][cH:23]3)[c:10]([CH2:16][OH:17])[c:11]3[n:15]2[CH2:14][CH2:13][CH2:12]3)[cH:6][cH:7]1.[I-:25].[IH:24].[Na+:30].[Na+:31].[OH2:32]>>[F:1][c:2]1[cH:3][cH:4][c:5](-[c:8]2[c:9](-[c:18]3[cH:19][cH:20][n:21][cH:22][cH:23]3)[c:10]([CH3:16])[c:11]3[n:15]2[CH2:14][CH2:13][CH2:12]3)[cH:6][cH:7]1. Starting materials: CS(=O)(=O)Cl, Nc1cccc(C=C2c3ccccc3OCc3c(Cl)cccc32)c1. Product: CS(=O)(=O)Nc1cccc(C=C2c3ccccc3OCc3c(Cl)cccc32)c1. As a reaction SMILES: [CH3:25][S:26]([Cl:27])(=[O:28])=[O:29].[Cl:1][c:2]1[cH:3][cH:4][cH:5][c:6]2[c:12]1[CH2:11][O:10][c:9]1[c:8]([cH:16][cH:15][cH:14][cH:13]1)[C:7]2=[CH:17][c:18]1[cH:19][c:20]([NH2:24])[cH:21][cH:22][cH:23]1>>[Cl:1][c:2]1[cH:3][cH:4][cH:5][c:6]2[c:12]1[CH2:11][O:10][c:9]1[c:8]([cH:16][cH:15][cH:14][cH:13]1)[C:7]2=[CH:17][c:18]1[cH:19][c:20]([NH:24][S:26]([CH3:25])(=[O:28])=[O:29])[cH:21][cH:22][cH:23]1. Reactants: OO (hydrogen peroxide), C(#N)CCNCCC#N (Bis(2-cyanoethyl)amine), S(=O)(=O)([O-])[O-].[Mg+2] (magnesium sulfate), C(C(=O)O)(=O)O (oxalic acid). The reagents and catalysts are C[Re](=O)(=O)=O (methyltrioxorhenium). Run in C(C)(=O)OCC (ethyl acetate), CC(=O)C (acetone). The product is C(C(=O)O)(=O)O (oxalic acid), C(#N)CCN(O)CCC#N (N,N-bis(2-cyanoethyl)hydroxylamine). Yield: 134.7%. Reaction SMILES: [C:1]([CH2:3][CH2:4][NH:5][CH2:6][CH2:7][C:8]#[N:9])#[N:2].S([O-])([O-])(=O)=[O:11].[Mg+2].OO.[C:18]([OH:23])(=[O:22])[C:19]([OH:21])=[O:20]>CC(C)=O.C[Re](=O)(=O)=O.C(OCC)(=O)C>[C:18]([OH:23])(=[O:22])[C:19]([OH:21])=[O:20].[C:1]([CH2:3][CH2:4][N:5]([CH2:6][CH2:7][C:8]#[N:9])[OH:11])#[N:2] |f:1.2|. Procedure details: Bis(2-cyanoethyl)amine (3.0 g, 0.0224 mole) was added with ethyl acetate (15 ml) and anhydrous magnesium sulfate (3 g), and the mixture was stirred at room temperature. A solution of methyltrioxorhenium (0.0183 g, 0.0734 mmole) dissolved in 35% aqueous hydrogen peroxide (2.9 g, 0.029 mole) was added dropwise to the mixture while internal temperature was kept at from 20° C. to 30° C. After the reaction mixture was stirred at room temperature for 1 hour, the magnesium sulfate was removed by filtra... Run in S1(=O)(=O)CCCC1 (sulfolane). As a reaction SMILES: Cl[C:2]1[C:3]([F:14])=[C:4]([C:7]([C:10]([F:13])([F:12])[F:11])=[CH:8][CH:9]=1)[C:5]#[N:6].[F-:15].[K+].C1OCCOCCOCCOCCOCCOC1>S1(CCCC1)(=O)=O>[F:14][C:3]1[C:2]([F:15])=[CH:9][CH:8]=[C:7]([C:10]([F:13])([F:12])[F:11])[C:4]=1[C:5]#[N:6] |f:1.2|. Run at temperature 165 celsius, time 7 hour. The reactants are ClC=1C(=C(C#N)C(=CC1)C(F)(F)F)F (3-chloro-2-fluoro-6-trifluoromethylbenzo nitrile), [F-].[K+] (potassium fluoride), C1COCCOCCOCCOCCOCCO1 (18-crown-6-ether), ice water. The yield is 79.3%. Product: FC1=C(C#N)C(=CC=C1F)C(F)(F)F (2,3-difluoro-6-trifluoromethylbenzonitrile). Procedure details: To a solution of 35.0 g of 3-chloro-2-fluoro-6-trifluoromethylbenzo nitrile in 200 ml of sulfolane was added 36.3 g of spray-dried potassium fluoride and 4.1 g of 18-crown-6-ether, and the mixture was stirred for 7 hours at 160-170° C. under a nitrogen atmosphere. After cooling, the reaction mixture was poured into ice water and extracted with ethyl acetate. The organic layer obtained was washed with saturated saline solution and then dried over anhydrous magnesium sulfate. Following to the conc... The reactants are Br, COc1ccc(Cc2n[nH]c3c2c(=O)n(-c2ccccc2)c2ncccc32)cc1, CC(=O)O, O. Product: O=c1c2c(Cc3ccc(O)cc3)n[nH]c2c2cccnc2n1-c1ccccc1. RXN SMILES: [BrH:30].[CH3:1][O:2][c:3]1[cH:4][cH:5][c:6]([CH2:7][c:8]2[n:9][nH:10][c:11]3[c:12]2[c:13](=[O:27])[n:14](-[c:21]2[cH:22][cH:23][cH:24][cH:25][cH:26]2)[c:15]2[n:16][cH:17][cH:18][cH:19][c:20]32)[cH:28][cH:29]1.[CH3:32][C:33](=[O:34])[OH:35].[OH2:31]>>[OH:2][c:3]1[cH:4][cH:5][c:6]([CH2:7][c:8]2[n:9][nH:10][c:11]3[c:12]2[c:13](=[O:27])[n:14](-[c:21]2[cH:22][cH:23][cH:24][cH:25][cH:26]2)[c:15]2[n:16][cH:17][cH:18][cH:19][c:20]32)[cH:28][cH:29]1. Reactants: CNC (dimethyl amine), ClC1=C2C(=NC=C1)C=C(S2)C(=O)[O-].[Li+] (lithium 7-chloro-thieno[3,2-b]pyridine-2-carboxylate). Yields the product CN(C(=O)C1=CC2=NC=CC(=C2S1)Cl)C (7-Chloro-thieno[3,2-b]pyridine-2-carboxylic acid dimethylamide). Reaction SMILES: [CH3:1][NH:2][CH3:3].[Cl:4][C:5]1[CH:10]=[CH:9][N:8]=[C:7]2[CH:11]=[C:12]([C:14]([O-:16])=O)[S:13][C:6]=12.[Li+]>>[CH3:1][N:2]([CH3:3])[C:14]([C:12]1[S:13][C:6]2[C:7](=[N:8][CH:9]=[CH:10][C:5]=2[Cl:4])[CH:11]=1)=[O:16] |f:1.2|. Procedure details: The title compound was prepared from dimethyl amine and lithium 7-chloro-thieno[3,2-b]pyridine-2-carboxylate by a procedure analogous to Example 1B. MS: 239/241 (MH+); HPLC Rf: n.d.; HPLC purity: n.d. The reactants are O=C([O-])[O-], Cc1ccccc1, OB(O)C1CC1, [Cs+], [Cs+], O=[N+]([O-])c1ccc(OS(=O)(=O)C(F)(F)F)cc1F. Product: O=[N+]([O-])c1ccc(C2CC2)cc1F. RXN SMILES: [C:25](=[O:26])([O-:27])[O-:28].[CH3:31][c:32]1[cH:33][cH:34][cH:35][cH:36][cH:37]1.[CH:19]1([B:22]([OH:23])[OH:24])[CH2:20][CH2:21]1.[Cs+:29].[Cs+:30].[F:1][c:2]1[cH:3][c:4]([O:11][S:12]([C:13]([F:14])([F:15])[F:16])(=[O:17])=[O:18])[cH:5][cH:6][c:7]1[N+:8](=[O:9])[O-:10]>>[F:1][c:2]1[cH:3][c:4]([CH:19]2[CH2:20][CH2:21]2)[cH:5][cH:6][c:7]1[N+:8](=[O:9])[O-:10].